This data is from the Open Reaction Database (ORD), a public repository of structured organic reaction records. The task is: describe an organic reaction: reactants, conditions, products, and yield The reactants are COC(=O)c1ccc(OC)c(C)c1N, ClCCl, O=C(O)c1ccc(F)cc1, O, c1ccncc1. The product is COC(=O)c1ccc(OC)c(C)c1NC(=O)c1ccc(F)cc1. RXN SMILES: [CH3:11][O:12][C:13]([c:14]1[c:15]([NH2:23])[c:16]([CH3:22])[c:17]([O:20][CH3:21])[cH:18][cH:19]1)=[O:24].[Cl:26][CH2:27][Cl:28].[F:1][c:2]1[cH:3][cH:4][c:5]([C:6](=[O:7])[OH:8])[cH:9][cH:10]1.[OH2:25].[cH:29]1[cH:30][cH:31][n:32][cH:33][cH:34]1>>[F:1][c:2]1[cH:3][cH:4][c:5]([C:6](=[O:7])[NH:23][c:15]2[c:14]([C:13]([O:12][CH3:11])=[O:24])[cH:19][cH:18][c:17]([O:20][CH3:21])[c:16]2[CH3:22])[cH:9][cH:10]1. Starting materials: FC=1C=C(C=CC1F)[N+](=O)[O-] (3,4-difluoronitrobenzene), NN (hydrazine). The solvent is C(C)(C)O (isopropyl alcohol), C(C)(C)O (isopropyl alcohol). The product is FC1=C(C=CC(=C1)[N+](=O)[O-])NN (2-Fluoro-4-nitrophenylhydrazine). The yield is 100.0%. As a reaction SMILES: [F:1][C:2]1[CH:3]=[C:4]([N+:9]([O-:11])=[O:10])[CH:5]=[CH:6][C:7]=1F.[NH2:12][NH2:13]>C(O)(C)C>[F:1][C:2]1[CH:3]=[C:4]([N+:9]([O-:11])=[O:10])[CH:5]=[CH:6][C:7]=1[NH:12][NH2:13]. Reported procedure: To a solution of 20.0 g (0.126 mole) of 3,4-difluoronitrobenzene in 50 mL of isopropyl alcohol was slowly added a solution of 4.04 g (0.126 mole) of hydrazine in 20 mL of isopropyl alcohol, causing the reaction mixture to become orange. Upon completion of addition, the reaction mixture was heated at reflux for 30 minutes. A yellow solid, m.p. 137°-139° C., was filtered from the reaction mixture. The NMR spectrum of this solid was consistent with 2-fluoro-4-nitrophenylhydrazine. This product was ... Reactants: ClCCl, CCn1c(=O)c(-c2cc(N)c(F)cc2I)cc2cnc(NC)cc21, O=C=Nc1ccccc1, c1ccncc1. The product is CCn1c(=O)c(-c2cc(NC(=O)Nc3ccccc3)c(F)cc2I)cc2cnc(NC)cc21. Reaction SMILES: [Cl:40][CH2:41][Cl:42].[NH2:1][c:2]1[c:3]([F:24])[cH:4][c:5]([I:23])[c:6](-[c:8]2[c:9](=[O:22])[n:10]([CH2:20][CH3:21])[c:11]3[cH:12][c:13]([NH:18][CH3:19])[n:14][cH:15][c:16]3[cH:17]2)[cH:7]1.[O:25]=[C:26]=[N:27][c:28]1[cH:29][cH:30][cH:31][cH:32][cH:33]1.[cH:34]1[cH:35][cH:36][n:37][cH:38][cH:39]1>>[NH:1]([c:2]1[c:3]([F:24])[cH:4][c:5]([I:23])[c:6](-[c:8]2[c:9](=[O:22])[n:10]([CH2:20][CH3:21])[c:11]3[cH:12][c:13]([NH:18][CH3:19])[n:14][cH:15][c:16]3[cH:17]2)[cH:7]1)[C:26](=[O:25])[NH:27][c:28]1[cH:29][cH:30][cH:31][cH:32][cH:33]1.